Dataset: the Open Reaction Database (ORD), a public repository of structured organic reaction records. Task: describe an organic reaction: reactants, conditions, products, and yield Reactants: ClC1=C2C(=NN1C1=C(C=C(C=C1)Cl)F)CCSC2 (3-chloro-2-(4-chloro-2-fluorophenyl)-2,4,6,7-tetrahydro-thiopyrano[4,3-c]pyrazole), ClC1=CC(=CC=C1)C(=O)OO (m-chloroperbenzoic acid), CCOCC (ether), CCCCC (pentane). The solvent is C(Cl)(Cl)Cl (chloroform), C(Cl)(Cl)Cl (chloroform). Reaction conditions: time 16 hour. The product is ClC1=C2C(=NN1C1=C(C=C(C=C1)Cl)F)CCS(C2)=O (3-chloro-2-(4-chloro-2-fluorophenyl)-2,4,6,7-tetrahydro-thiopyrano[4,3-c]pyrazole-5-oxide). RXN SMILES: ClC1C=CC=C(C(OO)=[O:9])C=1.[Cl:12][C:13]1[N:17]([C:18]2[CH:23]=[CH:22][C:21]([Cl:24])=[CH:20][C:19]=2[F:25])[N:16]=[C:15]2[CH2:26][CH2:27][S:28][CH2:29][C:14]=12.CCOCC.CCCCC>C(Cl)(Cl)Cl>[Cl:12][C:13]1[N:17]([C:18]2[CH:23]=[CH:22][C:21]([Cl:24])=[CH:20][C:19]=2[F:25])[N:16]=[C:15]2[CH2:26][CH2:27][S:28](=[O:9])[CH2:29][C:14]=12. Reported procedure: 1.6 parts of 85% m-chloroperbenzoic acid dissolved in 110 parts of chloroform were added dropwise for 1 hour to a stirred solution of 3-chloro-2-(4-chloro-2-fluorophenyl)-2,4,6,7-tetrahydro-thiopyrano[4,3-c]pyrazole dissolved in 75 parts of chloroform. The resulting solution was stirred 16 hours, washed 4 times with 40 parts of saturated aqueous NaHCO3, 2 times with water, dried with anhydrous magnesium sulfate, and solvent evaporated under a reduced pressure of 50 to 300 mm Hg. to give a pale y... Reactants: CCOC(=O)CC1(C(=O)OCc2ccccc2)CCN(Cc2ccccc2)CC1=O, CCOC(C)=O, [H][H]. Product: CCOC(=O)CC1CCN(Cc2ccccc2)CC1=O. RXN SMILES: [CH2:1]([c:2]1[cH:3][cH:4][cH:5][cH:6][cH:7]1)[N:8]1[CH2:9][C:10](=[O:30])[C:11]([C:14]([O:15][CH2:16][c:17]2[cH:18][cH:19][cH:20][cH:21][cH:22]2)=[O:23])([CH2:24][C:25](=[O:26])[O:27][CH2:28][CH3:29])[CH2:12][CH2:13]1.[CH3:33][CH2:34][O:35][C:36]([CH3:37])=[O:38].[H:31][H:32]>>[CH2:1]([c:2]1[cH:3][cH:4][cH:5][cH:6][cH:7]1)[N:8]1[CH2:9][C:10](=[O:30])[CH:11]([CH2:24][C:25](=[O:26])[O:27][CH2:28][CH3:29])[CH2:12][CH2:13]1.